Dataset: the Open Reaction Database (ORD), a public repository of structured organic reaction records. Task: describe an organic reaction: reactants, conditions, products, and yield The reactants are C1CCOC1, Cc1ccc(C(C)NO)o1, O=C=Nc1ccccc1. Yields the product Cc1ccc(C(C)N(O)C(=O)Nc2ccccc2)o1. Reaction SMILES: [CH2:20]1[O:21][CH2:22][CH2:23][CH2:24]1.[CH3:10][c:11]1[cH:12][cH:13][c:14]([CH:16]([CH3:17])[NH:18][OH:19])[o:15]1.[O:1]=[C:2]=[N:3][c:4]1[cH:5][cH:6][cH:7][cH:8][cH:9]1>>[O:1]=[C:2]([NH:3][c:4]1[cH:5][cH:6][cH:7][cH:8][cH:9]1)[N:18]([CH:16]([c:14]1[cH:13][cH:12][c:11]([CH3:10])[o:15]1)[CH3:17])[OH:19]. Starting materials: BrCCCOc1ccccc1, O=C([O-])[O-], CCOC(C)=O, [Cs+], [Cs+], CN(C)C=O, O, CC1=NC(CO)(CCc2ccc(O)cc2)CO1. Product: CC1=NC(CO)(CCc2ccc(OCCCOc3ccccc3)cc2)CO1. As a reaction SMILES: [Br:24][CH2:25][CH2:26][CH2:27][O:28][c:29]1[cH:30][cH:31][cH:32][cH:33][cH:34]1.[C:18](=[O:19])([O-:20])[O-:21].[CH3:35][CH2:36][O:37][C:38]([CH3:39])=[O:40].[Cs+:22].[Cs+:23].[O:41]=[CH:42][N:43]([CH3:44])[CH3:45].[OH2:46].[OH:1][CH2:2][C:3]1([CH2:9][CH2:10][c:11]2[cH:12][cH:13][c:14]([OH:17])[cH:15][cH:16]2)[N:4]=[C:5]([CH3:8])[O:6][CH2:7]1>>[OH:1][CH2:2][C:3]1([CH2:9][CH2:10][c:11]2[cH:12][cH:13][c:14]([O:17][CH2:25][CH2:26][CH2:27][O:28][c:29]3[cH:30][cH:31][cH:32][cH:33][cH:34]3)[cH:15][cH:16]2)[N:4]=[C:5]([CH3:8])[O:6][CH2:7]1. The reactants are [Cl-].[Cr+3].N1C(=NC2=C1C=CC=C2)CNCC2=NC1=C(N2)C=CC=C1.[Cl-].[Cl-] (N,N-bis(1H-benzimidazol-2-ylmethyl)amine chromium (III) chloride), [K+].[Br-] (KBr), N1C(=NC2=C1C=CC=C2)COCC2=NC1=C(N2)C=CC=C1 (2-[(1H-benzimidazol-2-ylmethoxy)methyl]-1H-benzimidazole), CrCl3(THF)3. Solvent: C1CCOC1 (THF). Yields the product [Cl-].[Cr+3].N1C(=NC2=C1C=CC=C2)COCC2=NC1=C(N2)C=CC=C1.[Cl-].[Cl-] (2-[(1H-benzimidazol-2-ylmethoxy)methyl]-1H-benzimidazole chromium (III) chloride). As a reaction SMILES: [Cl-:1].[Cr+3:2].N1C2C=CC=CC=2N=C1CNCC1NC2C=CC=CC=2N=1.[Cl-].[Cl-].[NH:26]1[C:30]2[CH:31]=[CH:32][CH:33]=[CH:34][C:29]=2[N:28]=[C:27]1[CH2:35][O:36][CH2:37][C:38]1[NH:42][C:41]2[CH:43]=[CH:44][CH:45]=[CH:46][C:40]=2[N:39]=1.[K+].[Br-]>C1COCC1>[Cl-:1].[Cr+3:2].[NH:26]1[C:30]2[CH:31]=[CH:32][CH:33]=[CH:34][C:29]=2[N:28]=[C:27]1[CH2:35][O:36][CH2:37][C:38]1[NH:39][C:40]2[CH:46]=[CH:45][CH:44]=[CH:43][C:41]=2[N:42]=1.[Cl-:1].[Cl-:1] |f:0.1.2.3.4,6.7,9.10.11.12.13|. Procedure details: 3i was synthesised by an analogous procedure to that described for 3a using 2-[(1H-benzimidazol-2-ylmethoxy)methyl]-1H-benzimidazole (0.7 g, 2.5 mmol) and CrCl3(THF)3 (0.94 g, 2.5 mmol) in 20 ml of THF. Yield 0.96 g, 85%. Anal. Calc. for C16H14Cl3CrN4O (in %): C, 44.01; H, 3.23; N, 12.83. Found C, 44.19; H, 3.38; N, 12.70. IR (KBr, cm−1), υ 3232 (NH, s), υ 1620-1540 (ArC═C, C═N, m), δ 1477-1454 (N—H, s), δ 749 (CH, s). +FAB-MS: (m/z): 400 ([M-Cl]+) 365 ([M-2Cl]), 329 ([M-3Cl]). The reactants are BrC1=C(C=C(N)C=C1)Cl (4-bromo-3-chloroaniline), CCOC=C(C(=O)OCC)C(=O)OCC (diethyl ethoxymethylene malonate). The solvent is C1(=CC=CC=C1)OC1=CC=CC=C1 (diphenyl ether). Product: C(C)OC(=O)C1=CNC2=CC(=C(C=C2C1=O)Br)Cl (6-bromo-7-chloro-1,4-dihydro-4-oxoquinoline-3-carboxylic acid ethyl ester). Yield: 88.0%. Reaction SMILES: [Br:1][C:2]1[CH:8]=[CH:7][C:5]([NH2:6])=[CH:4][C:3]=1[Cl:9].CC[O:12][CH:13]=[C:14]([C:20](OCC)=O)[C:15]([O:17][CH2:18][CH3:19])=[O:16]>C1(OC2C=CC=CC=2)C=CC=CC=1>[CH2:18]([O:17][C:15]([C:14]1[C:13](=[O:12])[C:7]2[C:5](=[CH:4][C:3]([Cl:9])=[C:2]([Br:1])[CH:8]=2)[NH:6][CH:20]=1)=[O:16])[CH3:19]. Reported procedure: A mixture of 4-bromo-3-chloroaniline (8.3 g) and diethyl ethoxymethylene malonate (8.9 g) was heated at 120°-130° C. for 1.5 hours. The mixture was added to diphenyl ether (140 ml) and refluxed for 30 minutes. The cooled mixture was filtered, the solid was washed with benzene and dried. The solid was recrystallized from DMF to give 6-bromo-7-chloro-1,4-dihydro-4-oxoquinoline-3-carboxylic acid ethyl ester (11.7 g). Starting materials: Cl, CN1C(=O)C(c2cccc(-c3cccnc3F)c2)(c2cc(C=O)n(CCCF)c2)N=C1N, NO, C1CCOC1. The product is CN1C(=O)C(c2cccc(-c3cccnc3F)c2)(c2cc(C=NO)n(CCCF)c2)N=C1N. As a reaction SMILES: [ClH:33].[NH2:1][C:2]1=[N:6][C:5]([c:7]2[cH:8][c:9](-[c:13]3[c:14]([F:19])[n:15][cH:16][cH:17][cH:18]3)[cH:10][cH:11][cH:12]2)([c:20]2[cH:21][c:22]([CH:29]=[O:30])[n:23]([CH2:25][CH2:26][CH2:27][F:28])[cH:24]2)[C:4](=[O:31])[N:3]1[CH3:32].[NH2:34][OH:35].[O:36]1[CH2:37][CH2:38][CH2:39][CH2:40]1>>[NH2:1][C:2]1=[N:6][C:5]([c:7]2[cH:8][c:9](-[c:13]3[c:14]([F:19])[n:15][cH:16][cH:17][cH:18]3)[cH:10][cH:11][cH:12]2)([c:20]2[cH:21][c:22]([CH:29]=[N:34][OH:35])[n:23]([CH2:25][CH2:26][CH2:27][F:28])[cH:24]2)[C:4](=[O:31])[N:3]1[CH3:32]. Starting materials: C(C)(=O)OCC (ethyl acetate), CCN(C(C)C)C(C)C (DIPEA), N1=C(C=CC=C1)N1CCNCC1 (1-(2-pyridyl)piperazine), CC1=CC=C(C(=O)NC2=C(C=CC=3C(C4=CC=CC=C4C(C23)=O)=O)NC(CCl)=O)C=C1 (1-(4-methylbenzamido)-2-(chloroacetamido)-anthraquinone). Run in O1CCCC1 (tetrahydrofuran), CCCCCC (n-hexane), CCO (EtOH). Run at time 7.5 minute. The product is CC1=CC=C(C(=O)NC2=C(C=CC=3C(C4=CC=CC=C4C(C23)=O)=O)NC(CN2CCN(CC2)C2=NC=CC=C2)=O)C=C1 (1-(4-methylbenzamido)-2-[2-[4-(2-pyridyl)piperazino]acetylamino]-anthraquinone). Yield: 63.0%. RXN SMILES: [CH3:1][C:2]1[CH:31]=[CH:30][C:5]([C:6]([NH:8][C:9]2[C:22]3[C:21](=[O:23])[C:20]4[C:15](=[CH:16][CH:17]=[CH:18][CH:19]=4)[C:14](=[O:24])[C:13]=3[CH:12]=[CH:11][C:10]=2[NH:25][C:26](=[O:29])[CH2:27]Cl)=[O:7])=[CH:4][CH:3]=1.CCN(C(C)C)C(C)C.[N:41]1[CH:46]=[CH:45][CH:44]=[CH:43][C:42]=1[N:47]1[CH2:52][CH2:51][NH:50][CH2:49][CH2:48]1.C(OCC)(=O)C>O1CCCC1.CCO.CCCCCC>[CH3:1][C:2]1[CH:31]=[CH:30][C:5]([C:6]([NH:8][C:9]2[C:22]3[C:21](=[O:23])[C:20]4[C:15](=[CH:16][CH:17]=[CH:18][CH:19]=4)[C:14](=[O:24])[C:13]=3[CH:12]=[CH:11][C:10]=2[NH:25][C:26](=[O:29])[CH2:27][N:50]2[CH2:51][CH2:52][N:47]([C:42]3[CH:43]=[CH:44][CH:45]=[CH:46][N:41]=3)[CH2:48][CH2:49]2)=[O:7])=[CH:4][CH:3]=1. Procedure: Compound CC-12 (0.86 g, 2 mmole) was dissolved in anhydrous tetrahydrofuran (30 ml), and to the solution was added successively with DIPEA (1 ml, 6 mmole) and 1-(2-pyridyl)piperazine (1.21 ml, 8 mmole) under stirring for 5 to 10 minutes. This mixture was heated under reflux for 16 hours. After the completion of the reaction, the mixture was filtered, and the filtrate was concentrated by reduced pressure concentrator (such as Vacuum Evaporator). The residue was extracted with ethyl acetate for se... Reaction SMILES: C([O:8][C:9](=[O:32])[C@@H:10]1[CH2:14][CH2:13][CH2:12][N:11]1[C:15](=[O:31])[C@@H:16]1[CH2:20][CH2:19][CH2:18][N:17]1[C:21]([NH:23][CH2:24][C:25]1[CH:30]=[CH:29][CH:28]=[CH:27][CH:26]=1)=[O:22])C1C=CC=CC=1>C1COCC1.[Pd]>[CH2:24]([NH:23][C:21]([N:17]1[CH2:18][CH2:19][CH2:20][C@H:16]1[C:15]([N:11]1[CH2:12][CH2:13][CH2:14][C@H:10]1[C:9]([OH:32])=[O:8])=[O:31])=[O:22])[C:25]1[CH:26]=[CH:27][CH:28]=[CH:29][CH:30]=1. Reactants: C(C1=CC=CC=C1)OC([C@H]1N(CCC1)C([C@H]1N(CCC1)C(=O)NCC1=CC=CC=C1)=O)=O (N-(benzylaminocarbonyl)-L-prolyl-L-proline benzyl ester). Yield: 99.9%. Reagents/catalysts: [Pd] (Palladium-black). Run at time 8 hour. Reported procedure: Palladium-black (0.87 g) was added to a solution of N-(benzylaminocarbonyl)-L-prolyl-L-proline benzyl ester (43.55 g) in THF (400 ml), and the mixture was stirred at room temperature overnight under a hydrogen atmosphere. The reaction mixture was filtered and concentrated to give the title compound (34.5 g). Solvent: C1CCOC1 (THF). Yields the product C(C1=CC=CC=C1)NC(=O)N1[C@H](C(=O)N2[C@H](C(=O)O)CCC2)CCC1 (N-(Benzylaminocarbonyl)-L-prolyl-L-proline). Run in C(Cl)(Cl)Cl (chloroform). Yields the product C(C(=C)C)(=O)OC(C(C(=O)OCC(S(=O)(=O)[O-])(F)F)(F)F)CC.C1(=CC=CC=C1)[S+](C1=CC=CC=C1)C1=CC=CC=C1 (triphenylsulfonium 2-[3-(methacryloyloxy)-2,2-difluoro-n-pentanoyloxy]-1,1-difluoroethanesulfonate). Reactants: C(C(=C)C)(=O)OC(C(C(=O)OCC(S(=O)(=O)[O-])(F)F)(F)F)CC.[Na+] (sodium 2-[3-(methacryloyloxy)-2,2-difluoro-n-pentanoyloxy]-1,1-difluoroethanesulfonate), O (water), [Cl-].C1(=CC=CC=C1)[S+](C1=CC=CC=C1)C1=CC=CC=C1 (triphenylsulfonium chloride). Conditions: time 2 hour. Procedure details: Into a 100-mL reaction vessel were added 2.82 g (purity: 24%, 1.74 mmol) of sodium 2-[3-(methacryloyloxy)-2,2-difluoro-n-pentanoyloxy]-1,1-difluoroethanesulfonate obtained in Preparation Example 4-1, 9 mL of water and 9 mL of chloroform. Further, 2.10 g (7.05 mmol) of triphenylsulfonium chloride was dropped into the reaction vessel at room temperature. The resulting solution was stirred for 2 hours at room temperature and subjected to separation. The thus-obtained organic phase was washed four t... As a reaction SMILES: [C:1]([O:6][CH:7]([CH2:22][CH3:23])[C:8]([F:21])([F:20])[C:9]([O:11][CH2:12][C:13]([F:19])([F:18])[S:14]([O-:17])(=[O:16])=[O:15])=[O:10])(=[O:5])[C:2]([CH3:4])=[CH2:3].[Na+].O.[Cl-].[C:27]1([S+:33]([C:40]2[CH:45]=[CH:44][CH:43]=[CH:42][CH:41]=2)[C:34]2[CH:39]=[CH:38][CH:37]=[CH:36][CH:35]=2)[CH:32]=[CH:31][CH:30]=[CH:29][CH:28]=1>C(Cl)(Cl)Cl>[C:1]([O:6][CH:7]([CH2:22][CH3:23])[C:8]([F:21])([F:20])[C:9]([O:11][CH2:12][C:13]([F:18])([F:19])[S:14]([O-:17])(=[O:15])=[O:16])=[O:10])(=[O:5])[C:2]([CH3:4])=[CH2:3].[C:40]1([S+:33]([C:27]2[CH:28]=[CH:29][CH:30]=[CH:31][CH:32]=2)[C:34]2[CH:39]=[CH:38][CH:37]=[CH:36][CH:35]=2)[CH:41]=[CH:42][CH:43]=[CH:44][CH:45]=1 |f:0.1,3.4,6.7|. The reactants are BrC1=CN=C(C=2N1C=C(N2)CCC2=NC1=CC=CC=C1C=C2)N2CCOCC2 (4-(5-Bromo-2-(2-(quinolin-2-yl)ethyl)imidazo[1,2-a]pyrazin-8-yl)morpholine), FC1(C(N(C2=CC=C(C=C12)B1OC(C(O1)(C)C)(C)C)COCC[Si](C)(C)C)=O)F (3,3-difluoro-5-(4,4,5,5-tetramethyl-1,3,2-dioxaborolan-2-yl)-1-((2(trimethylsilyl)ethoxy)methyl)indolin-2-one). The product is FC1(C(N(C2=CC=C(C=C12)C1=CN=C(C=2N1C=C(N2)CCC2=NC1=CC=CC=C1C=C2)N2CCOCC2)COCC[Si](C)(C)C)=O)F (3,3-Difluoro-5-(8-morpholino-2-(2-(quinolin-2-yl)ethyl)imidazo[1,2-a]pyrazin-5-yl)-1-((2-(trimethylsilyl)ethoxy)methyl)indolin-2-one). As a reaction SMILES: Br[C:2]1[N:7]2[CH:8]=[C:9]([CH2:11][CH2:12][C:13]3[CH:22]=[CH:21][C:20]4[C:15](=[CH:16][CH:17]=[CH:18][CH:19]=4)[N:14]=3)[N:10]=[C:6]2[C:5]([N:23]2[CH2:28][CH2:27][O:26][CH2:25][CH2:24]2)=[N:4][CH:3]=1.[F:29][C:30]1([F:57])[C:38]2[C:33](=[CH:34][CH:35]=[C:36](B3OC(C)(C)C(C)(C)O3)[CH:37]=2)[N:32]([CH2:48][O:49][CH2:50][CH2:51][Si:52]([CH3:55])([CH3:54])[CH3:53])[C:31]1=[O:56]>>[F:29][C:30]1([F:57])[C:38]2[C:33](=[CH:34][CH:35]=[C:36]([C:2]3[N:7]4[CH:8]=[C:9]([CH2:11][CH2:12][C:13]5[CH:22]=[CH:21][C:20]6[C:15](=[CH:16][CH:17]=[CH:18][CH:19]=6)[N:14]=5)[N:10]=[C:6]4[C:5]([N:23]4[CH2:24][CH2:25][O:26][CH2:27][CH2:28]4)=[N:4][CH:3]=3)[CH:37]=2)[N:32]([CH2:48][O:49][CH2:50][CH2:51][Si:52]([CH3:55])([CH3:53])[CH3:54])[C:31]1=[O:56]. Procedure: Compound 3a was subjected to Suzuki coupling conditions with 3,3-difluoro-5-(4,4,5,5-tetramethyl-1,3,2-dioxaborolan-2-yl)-1-((2(trimethylsilyl)ethoxy)methyl)indolin-2-one to obtain compound 37b using the method described in the Example 21, Step D. Mass Spectrum (LCMS, ESI pos.) Calcd. For C35H38F2N6O3Si: 657.2 (M+H). Found 657.5.